This data is from the Open Reaction Database (ORD), a public repository of structured organic reaction records. The task is: describe an organic reaction: reactants, conditions, products, and yield RXN SMILES: [CH2:15]1[O:16][CH2:17][CH2:18][CH2:19]1.[CH3:7][CH2:8][CH2:9][CH2:10][Li:11].[CH:12]([CH3:13])=[O:14].[CH:1]#[C:2][CH2:3][CH2:4][CH2:5][CH3:6]>>[C:1](#[C:2][CH2:3][CH2:4][CH2:5][CH3:6])[CH:12]([CH3:13])[OH:14]. Starting materials: C1CCOC1, [Li]CCCC, CC=O, C#CCCCC. The product is CCCCC#CC(C)O. Starting materials: CO, COc1cc2cc(C(=O)O)cc(-c3ccnc(Cl)c3)c2cc1OC, [Na+], C1CCOC1, [OH-]. Yields the product COc1cc2cc(CO)cc(-c3ccnc(Cl)c3)c2cc1OC. As a reaction SMILES: [CH3:25][OH:26].[Cl:1][c:2]1[n:3][cH:4][cH:5][c:6](-[c:8]2[cH:9][c:10]([C:22](=[O:23])[OH:24])[cH:11][c:12]3[cH:13][c:14]([O:20][CH3:21])[c:15]([O:18][CH3:19])[cH:16][c:17]23)[cH:7]1.[Na+:28].[O:29]1[CH2:30][CH2:31][CH2:32][CH2:33]1.[OH-:27]>>[Cl:1][c:2]1[n:3][cH:4][cH:5][c:6](-[c:8]2[cH:9][c:10]([CH2:22][OH:23])[cH:11][c:12]3[cH:13][c:14]([O:20][CH3:21])[c:15]([O:18][CH3:19])[cH:16][c:17]23)[cH:7]1. Starting materials: ClC1=C(C=C(C=C1)N)OCC1N(CCC1)C (4-Chloro-3-(1-methyl-pyrrolidin-2-ylmethoxy)-phenylamine), C(C)(C)(C)NS(=O)(=O)C1=CC(=CC=C1)C1=CC=C2C=NC(=NN21)O (N-tert-Butyl-3-(2-hydroxy-pyrrolo[2,1-f][1,2,4]triazin-7-yl)-benzenesulfonamide). The product is C(C)(C)(C)NS(=O)(=O)C1=CC(=CC=C1)C1=CC=C2C=NC(=NN21)NC2=CC(=C(C=C2)Cl)OCC2N(CCC2)C (N-tert-Butyl-3-{2-[4-chloro-3-(1-methyl-pyrrolidin-2-ylmethoxy)-phenylamino]-pyrrolo[2,1-f][1,2,4]triazin-7-yl}-benzenesulfonamide). Reaction SMILES: [Cl:1][C:2]1[CH:7]=[CH:6][C:5]([NH2:8])=[CH:4][C:3]=1[O:9][CH2:10][CH:11]1[CH2:15][CH2:14][CH2:13][N:12]1[CH3:16].[C:17]([NH:21][S:22]([C:25]1[CH:30]=[CH:29][CH:28]=[C:27]([C:31]2[N:39]3[C:34]([CH:35]=[N:36][C:37](O)=[N:38]3)=[CH:33][CH:32]=2)[CH:26]=1)(=[O:24])=[O:23])([CH3:20])([CH3:19])[CH3:18]>>[C:17]([NH:21][S:22]([C:25]1[CH:30]=[CH:29][CH:28]=[C:27]([C:31]2[N:39]3[C:34]([CH:35]=[N:36][C:37]([NH:8][C:5]4[CH:6]=[CH:7][C:2]([Cl:1])=[C:3]([O:9][CH2:10][CH:11]5[CH2:15][CH2:14][CH2:13][N:12]5[CH3:16])[CH:4]=4)=[N:38]3)=[CH:33][CH:32]=2)[CH:26]=1)(=[O:23])=[O:24])([CH3:20])([CH3:18])[CH3:19]. Reported procedure: Prepared by following a procedure analagous to Example 1255c by using 4-Chloro-3-(1-methyl-pyrrolidin-2-ylmethoxy)-phenylamine and N-tert-Butyl-3-(2-hydroxy-pyrrolo[2,1-f][1,2,4]triazin-7-yl)-benzenesulfonamide. 1H-NMR (DMSO) δ 9.8 (brs, 1H), 9.7 (s, 1H), 9 (s, 1H), 8.6 (s, 1H), 8.3 (d, J=8.0 Hz, 1H), 7.8 (d, J=8.0 Hz, 1H), 7.7 (t, 1H), 7.6 (s, 1H), 7.5 (d, J=8.7 Hz, 1H), 7.4 (m, 2H), 7.2 (d, J=4.7 Hz, 1H), 7.0 (d, J=4.7 Hz, 1H), 4.2 (m, 1H), 4.0 (m, 1H), 3.8 (m, 1H), 3.6 (m, 1H), 3.1 (m, 1H), 3... The reactants are ClC1=C(C=CC(=C1)Cl)C(CN1CCOCC1)=O (1-(2,4-dichlorophenyl)-2-morpholin-4-ylethan-1-one). Run in CN(C)C(OC)OC (N,N-dimethylformamidedimethyl acetal). The product is ClC1=C(C=CC(=C1)Cl)C(/C(=C\N(C)C)/N1CCOCC1)=O ((2E)-1-(2,4-dichlorophenyl)-3-(dimethylamino)-2-morpholin-4-ylprop-2-en-1-one). Reaction SMILES: [Cl:1][C:2]1[CH:7]=[C:6]([Cl:8])[CH:5]=[CH:4][C:3]=1[C:9](=[O:17])[CH2:10][N:11]1[CH2:16][CH2:15][O:14][CH2:13][CH2:12]1>CN(C(OC)OC)C>[Cl:1][C:2]1[CH:7]=[C:6]([Cl:8])[CH:5]=[CH:4][C:3]=1[C:9](=[O:17])/[C:10](/[N:11]1[CH2:12][CH2:13][O:14][CH2:15][CH2:16]1)=[CH:10]\[N:11]([CH3:16])[CH3:12]. Reported procedure: 1 mmol of 1-(2,4-dichlorophenyl)-2-morpholin-4-ylethan-1-one was heated to 80° C. in N,N-dimethylformamidedimethyl acetal for six hours. The reaction mixture was concentrated in vacuo and purified by trituration with diethyl ether to obtain (2E)-1-(2,4-dichlorophenyl)-3-(dimethylamino)-2-morpholin-4-ylprop-2-en-1-one. The reactants are C(C)(C)[N-]C(C)C.[Li+] (lithium diisopropylamide), O1CCCC1 (tetrahydrofuran), FC1=C(C=C(C=C1)C1=C(C(=CC(=C1)C)C)/C=C/C=O)C (E-3-(4'-fluoro-3,3',5-trimethyl-[1,1-biphenyl]-2-yl)-propenal), O1CCCC1 (tetrahydrofuran), C(C)(C)(C)OC(C)=O.[Li] (lithium tert butylacetate), O1CCCC1 (tetrahydrofuran), C(C)(=O)O[C@@H](C(O)(C1=CC=CC=C1)C1=CC=CC=C1)C1=CC=CC=C1 ((R)-2-acetoxy-1,1,2-triphenylethanol), O1CCCC1 (tetrahydrofuran). Reaction conditions: temperature 0 celsius, time 30 minute. The product is FC1=C(C(=C(C=C1C)C1=CC(=CC=C1)C)/C=C/C(CC(CC(=O)OC(C)(C)C)=O)O)C (tert-butyl (E)-7-(4-fluoro-3,3',5-trimethyl-[1,1-biphenyl]-2-yl)-3-oxo-5-hydroxy-6-heptenoate). Reaction SMILES: [C:1](O[C@H](C1C=CC=CC=1)C(C1C=CC=CC=1)(C1C=CC=CC=1)O)(=[O:3])[CH3:2].C([N-]C(C)C)(C)C.[Li+].[F:34][C:35]1[CH:40]=[CH:39][C:38]([C:41]2[CH:46]=[C:45](C)[CH:44]=[C:43]([CH3:48])[C:42]=2/C=C/C=O)=[CH:37][C:36]=1[CH3:53].[C:54]([O:58][C:59](=[O:61])[CH3:60])([CH3:57])([CH3:56])[CH3:55].[Li].[O:63]1[CH2:67][CH2:66][CH2:65][CH2:64]1>>[F:34][C:35]1[C:36]([CH3:53])=[CH:37][C:38]([C:41]2[CH:46]=[CH:45][CH:44]=[C:43]([CH3:48])[CH:42]=2)=[C:64](/[CH:65]=[CH:66]/[CH:67]([OH:63])[CH2:2][C:1](=[O:3])[CH2:60][C:59]([O:58][C:54]([CH3:57])([CH3:56])[CH3:55])=[O:61])[C:40]=1[CH3:39] |f:1.2,4.5,^1:61|. Procedure: To a suspension of (R)-2-acetoxy-1,1,2-triphenylethanol (166 mg, 0.5 mmol) in tetrahydrofuran (1 ml) at -78° C. under nitrogen was added lithium diisopropylamide (prepared from 1.2 mmol butyllithium and 1.2 mmol of diisopropylamine) in tetrahydrofuran (0.5 ml) and the reaction was allowed to warm to 0° C. To the reaction mixture which was recooled to -78° C. was added E-3-(4'-fluoro-3,3',5-trimethyl-[1,1-biphenyl]-2-yl)-propenal (132 mg, 0.5 mmol) in tetrahydrofuran (0.5 ml). After 30 minutes at... The product is CCCCCCCCCCCCCCCCN(C)S(=O)(=O)c1ccc(Cl)c([N+](=O)[O-])c1. As a reaction SMILES: [C:31](=[O:32])([O-:33])[O-:34].[CH3:37][O:38][S:39](=[O:40])(=[O:41])[O:42][CH3:43].[CH3:45][C:46](=[O:47])[CH3:48].[Cl:1][c:2]1[c:3]([N+:28](=[O:29])[O-:30])[cH:4][c:5]([S:8](=[O:9])(=[O:10])[NH:11][CH2:12][CH2:13][CH2:14][CH2:15][CH2:16][CH2:17][CH2:18][CH2:19][CH2:20][CH2:21][CH2:22][CH2:23][CH2:24][CH2:25][CH2:26][CH3:27])[cH:6][cH:7]1.[K+:35].[K+:36].[OH2:44]>>[Cl:1][c:2]1[c:3]([N+:28](=[O:29])[O-:30])[cH:4][c:5]([S:8](=[O:9])(=[O:10])[N:11]([CH2:12][CH2:13][CH2:14][CH2:15][CH2:16][CH2:17][CH2:18][CH2:19][CH2:20][CH2:21][CH2:22][CH2:23][CH2:24][CH2:25][CH2:26][CH3:27])[CH3:31])[cH:6][cH:7]1. The reactants are O=C([O-])[O-], COS(=O)(=O)OC, CC(C)=O, CCCCCCCCCCCCCCCCNS(=O)(=O)c1ccc(Cl)c([N+](=O)[O-])c1, [K+], [K+], O. Reactants: COC(=O)c1ccc2c(c1)CC(C)(C)C(c1ccc(NC(=O)c3ccccn3)cc1)N2, CO, [Na+], [OH-]. The product is CC1(C)Cc2cc(C(=O)O)ccc2NC1c1ccc(NC(=O)c2ccccn2)cc1. Reaction SMILES: [CH3:1][C:2]1([CH3:31])[CH:3]([c:16]2[cH:17][cH:18][c:19]([NH:22][C:23]([c:24]3[n:25][cH:26][cH:27][cH:28][cH:29]3)=[O:30])[cH:20][cH:21]2)[NH:4][c:5]2[cH:6][cH:7][c:8]([C:12](=[O:13])[O:14][CH3:15])[cH:9][c:10]2[CH2:11]1.[CH3:34][OH:35].[Na+:33].[OH-:32]>>[CH3:1][C:2]1([CH3:31])[CH:3]([c:16]2[cH:17][cH:18][c:19]([NH:22][C:23]([c:24]3[n:25][cH:26][cH:27][cH:28][cH:29]3)=[O:30])[cH:20][cH:21]2)[NH:4][c:5]2[cH:6][cH:7][c:8]([C:12](=[O:13])[OH:14])[cH:9][c:10]2[CH2:11]1. The reactants are Br, CC(=O)[O-], CC(=O)OC(C)=O, [K+], O, O=C(c1cccnc1)C(Br)c1ccc(F)cc1. The product is O=C(c1cccnc1)C(O)c1ccc(F)cc1. Reaction SMILES: [BrH:1].[CH3:20][C:21]([O-:22])=[O:23].[CH3:25][C:26]([O:27][C:28](=[O:29])[CH3:30])=[O:31].[K+:19].[OH2:24].[n:2]1[cH:3][c:4]([C:8](=[O:9])[CH:10]([c:11]2[cH:12][cH:13][c:14]([F:17])[cH:15][cH:16]2)[Br:18])[cH:5][cH:6][cH:7]1>>[n:2]1[cH:3][c:4]([C:8](=[O:9])[CH:10]([c:11]2[cH:12][cH:13][c:14]([F:17])[cH:15][cH:16]2)[OH:22])[cH:5][cH:6][cH:7]1. As a reaction SMILES: C([O:3][C:4](=[O:22])[CH:5]([CH2:13][S:14][CH2:15][C:16]1[CH:21]=[CH:20][CH:19]=[CH:18][CH:17]=1)[CH2:6][CH:7]1[CH2:12][CH2:11][CH2:10][CH2:9][CH2:8]1)C.O1CCOCC1.[OH-].[Na+].O>C(O)C>[CH2:15]([S:14][CH2:13][CH:5]([CH2:6][CH:7]1[CH2:12][CH2:11][CH2:10][CH2:9][CH2:8]1)[C:4]([OH:22])=[O:3])[C:16]1[CH:21]=[CH:20][CH:19]=[CH:18][CH:17]=1 |f:2.3|. Conditions: time 20 hour. The product is C(C1=CC=CC=C1)SCC(C(=O)O)CC1CCCCC1 (2-benzylsulfanylmethyl-3-cyclohexyl-propionic acid). The reactants are C(C)OC(C(CC1CCCCC1)CSCC1=CC=CC=C1)=O (2-benzylsulfanylmethyl-3-cyclohexyl-propionic acid ethyl ester), O1CCOCC1 (dioxane), [OH-].[Na+] (sodium hydroxide), O (water). Solvent: C(C)O (ethanol). Procedure details: A mixture of 2-benzylsulfanylmethyl-3-cyclohexyl-propionic acid ethyl ester (0.230 g), dioxane (10 mL), sodium hydroxide (1N, 3 mL), water (2 mL) and ethanol (4 mL) was stirred for 20 hours at room temperature. The solvents were evaporated and the residue dissolved in water (50 mL). The aqueous solution was washed twice with ether and then acidified to pH2. The product was extracted from the aqueous solution with ethyl acetate and the extracts were washed with saturated aqueous sodium chloride a... Isolated yield 100.1%. Starting materials: C(=O)(O)C1=C2C(C(=O)NC2=O)=CC=C1 (3-carboxyphthalimide), [N+](=[N-])=C (diazomethane). Solvent: CCOCC (ether), CCOCC (ether). Product: COC(=O)C1=C2C(C(=O)NC2=O)=CC=C1 (3-Methyloxycarbonylphthalimide). RXN SMILES: [C:1]([C:4]1[CH:14]=[CH:13][CH:12]=[C:6]2[C:7]([NH:9][C:10](=[O:11])[C:5]=12)=[O:8])([OH:3])=[O:2].[N+](=[CH2:17])=[N-]>CCOCC>[CH3:17][O:2][C:1]([C:4]1[CH:14]=[CH:13][CH:12]=[C:6]2[C:7]([NH:9][C:10](=[O:11])[C:5]=12)=[O:8])=[O:3]. Procedure: To a suspension of 3-carboxyphthalimide (10 g) in ether (50 ml), a solution of diazomethane in ether was added slowly until a faint yellow colouration persisted. Excess of diazomethane was destroyed with acetic acid and the reaction mixture was evaporated to yield the desired compound.